This data is from the Open Reaction Database (ORD), a public repository of structured organic reaction records. The task is: describe an organic reaction: reactants, conditions, products, and yield Starting materials: ClC=1C=CC(=C(C1)CN1CCN(CC1)C(=O)OC(C)(C)C)N1CCOCC1 (tert-butyl 4-[[5-chloro-2-(morpholin-4-yl)phenyl]methyl]piperazine-1-carboxylate), FC(C(=O)O)(F)F (trifluoroacetic acid). The solvent is ClCCl (dichloromethane). Run at temperature 0 celsius, time 8 hour. The product is ClC1=CC(=C(C=C1)N1CCOCC1)CN1CCNCC1 (4-[4-chloro-2-(piperazin-1-ylmethyl)phenyl]morpholine). Isolated yield 120.1%. RXN SMILES: [Cl:1][C:2]1[CH:3]=[CH:4][C:5]([N:22]2[CH2:27][CH2:26][O:25][CH2:24][CH2:23]2)=[C:6]([CH2:8][N:9]2[CH2:14][CH2:13][N:12](C(OC(C)(C)C)=O)[CH2:11][CH2:10]2)[CH:7]=1.FC(F)(F)C(O)=O>ClCCl>[Cl:1][C:2]1[CH:3]=[CH:4][C:5]([N:22]2[CH2:27][CH2:26][O:25][CH2:24][CH2:23]2)=[C:6]([CH2:8][N:9]2[CH2:10][CH2:11][NH:12][CH2:13][CH2:14]2)[CH:7]=1. Procedure details: A 100 mL round-bottom flask was charged with tert-butyl 4-[[5-chloro-2-(morpholin-4-yl)phenyl]methyl]piperazine-1-carboxylate (2.90 g, 7.32 mmol, 1.00 equiv), dichloromethane (35 mL). The mixture was cooled to 0° C. and trifluoroacetic acid (7 mL) was added dropwise. The resulting solution was stirred overnight at room temperature. The resulting solution was concentrated under reduced pressure to yield 2.60 g (crude) of 4-[4-chloro-2-(piperazin-1-ylmethyl)phenyl]morpholine as light yellow oil. L... RXN SMILES: FC1(C2C=CC=C([O:15][CH2:16][CH2:17][CH2:18][O:19][C:20]3[CH:25]=[CH:24][C:23]([O:26][C:27]4[CH:32]=[CH:31][CH:30]=[CH:29][CH:28]=4)=[CH:22][C:21]=3[CH2:33][CH2:34][CH3:35])C=2)SC(=O)NC1=O.O([C:43]1[CH:48]=[CH:47][C:46](O)=[C:45]([CH2:50][CH2:51]C)[CH:44]=1)C1C=CC=CC=1.[C:53](=O)([O-])[O-:54].[Cs+].[Cs+].CN(C=[O:63])C>>[CH2:33]([C:21]1[CH:22]=[C:23]([O:26][C:27]2[CH:32]=[CH:31][CH:30]=[CH:29][CH:28]=2)[CH:24]=[CH:25][C:20]=1[O:19][CH2:18][CH2:17][CH2:16][O:15][C:48]1[CH:43]=[CH:44][C:45]([CH2:50][C:51]([O:54][CH3:53])=[O:63])=[CH:46][CH:47]=1)[CH2:34][CH3:35] |f:2.3.4|. The reactants are FC1(C(NC(S1)=O)=O)C1=CC(=CC=C1)OCCCOC1=C(C=C(C=C1)OC1=CC=CC=C1)CCC (5-fluoro-5-[3-(3-(2-propyl-4-phenoxyphenoxy)propoxy) phenyl]-2,4-thiazolidinedione), O(C1=CC=CC=C1)C1=CC(=C(C=C1)O)CCC (4-phenoxy-2-propylphenol), C([O-])([O-])=O.[Cs+].[Cs+] (cesium carbonate), CN(C)C=O (DMF). Procedure: A solution of the product from Step A (11.0 g, 38.58 mmol), 4-phenoxy-2-propylphenol (PCT Application WO97/28115; 8.0 g, 35.07 mmol) and cesium carbonate (12.0 g, 36.82 mmol) in DMF (80 mL) was stirred at 40° C. overnight. The reaction mixture was partitioned between ethyl acetate and 0.2N HCl. The organic layer was washed twice with water, then dried over sodium sulfate. The organic layer was filtered and evaporated to an oil which was chromatographed over silica gel with 10% of ethyl acetate i... Yields the product C(CC)C1=C(OCCCOC2=CC=C(C=C2)CC(=O)OC)C=CC(=C1)OC1=CC=CC=C1 (Methyl 4-(3-(2-propyl-4-phenoxy-phenoxy)-propoxy)phenylacetate). Starting materials: CC(=O)OC(C)=O, CCN1C(=O)C(C)(C)c2cc3[nH]c(-c4n[nH]cc4N)nc3cc21. Product: CCN1C(=O)C(C)(C)c2cc3[nH]c(-c4n[nH]cc4NC(C)=O)nc3cc21. As a reaction SMILES: [CH3:24][C:25](=[O:26])[O:27][C:28](=[O:29])[CH3:30].[NH2:1][c:2]1[c:3](-[c:7]2[n:8][c:9]3[c:10]([cH:11][c:12]4[c:16]([cH:17]3)[N:15]([CH2:18][CH3:19])[C:14](=[O:20])[C:13]4([CH3:21])[CH3:22])[nH:23]2)[n:4][nH:5][cH:6]1>>[NH:1]([c:2]1[c:3](-[c:7]2[n:8][c:9]3[c:10]([cH:11][c:12]4[c:16]([cH:17]3)[N:15]([CH2:18][CH3:19])[C:14](=[O:20])[C:13]4([CH3:21])[CH3:22])[nH:23]2)[n:4][nH:5][cH:6]1)[C:25]([CH3:24])=[O:26]. The reactants are ClC=1C=CC(=C(C1)C1=CC(N(C=C1OC)CC(=O)OC(C)(C)C)=O)C#N (tert-butyl [4-(5-chloro-2-cyanophenyl)-5-methoxy-2-oxopyridin-1(2H)-yl]acetate), FC(S(=O)(=O)OCC1(CC1)C(F)(F)F)(F)F ([1-(trifluoromethyl)cyclopropyl]methyl trifluoromethanesulphonate), bis(trimethylsilyl)lithium amide. Run in C1CCOC1 (THF). The product is ClC=1C=CC(=C(C1)C1=CC(N(C=C1OC)C(C(=O)OC(C)(C)C)CC1(CC1)C(F)(F)F)=O)C#N (tert-Butyl 2-[4-(5-chloro-2-cyanophenyl)-5-methoxy-2-oxopyridin-1(2H)-yl]-3-[1-(trifluoromethyl)cyclopropyl]propanoate). As a reaction SMILES: [Cl:1][C:2]1[CH:3]=[CH:4][C:5]([C:25]#[N:26])=[C:6]([C:8]2[C:13]([O:14][CH3:15])=[CH:12][N:11]([CH2:16][C:17]([O:19][C:20]([CH3:23])([CH3:22])[CH3:21])=[O:18])[C:10](=[O:24])[CH:9]=2)[CH:7]=1.FC(F)(F)S(O[CH2:33][C:34]1([C:37]([F:40])([F:39])[F:38])[CH2:36][CH2:35]1)(=O)=O>C1COCC1>[Cl:1][C:2]1[CH:3]=[CH:4][C:5]([C:25]#[N:26])=[C:6]([C:8]2[C:13]([O:14][CH3:15])=[CH:12][N:11]([CH:16]([CH2:33][C:34]3([C:37]([F:40])([F:39])[F:38])[CH2:36][CH2:35]3)[C:17]([O:19][C:20]([CH3:21])([CH3:22])[CH3:23])=[O:18])[C:10](=[O:24])[CH:9]=2)[CH:7]=1. Procedure: 500 mg (1.33 mmol) of tert-butyl [4-(5-chloro-2-cyanophenyl)-5-methoxy-2-oxopyridin-1(2H)-yl]acetate, 701 mg (2.58 mmol) of [1-(trifluoromethyl)cyclopropyl]methyl trifluoromethanesulphonate and 1.73 ml (1.73 mmol) of bis(trimethylsilyl)lithium amide (1M in THF) in 13 ml of THF were reacted according to General Method 7B. The crude product was purified by column chromatography (ethyl acetate/cyclohexane gradient, 40 g silica cartridge, flow rate 40 ml/min), giving the title compound. Yield: 295 m... Reaction conditions: time 30 minute. Starting materials: ONCCCP(O)(O)=O (3-(N-hydroxyamino)propylphosphonic acid), CC(=O)CC(=O)O (diacetic acid), C(C1=CC=CC=C1)NCCNCC1=CC=CC=C1 (N,N'-dibenzylethylenediamine), C(C)(=O)OC(C)=O (acetic anhydride). Solvent: O (water), O (water), O (water), O (water), C(=O)O (formic acid). Reaction SMILES: [C:1](O[C:5](=[O:7])C)(=[O:3])C.[OH:8][NH:9][CH2:10][CH2:11][CH2:12][P:13](=[O:16])([OH:15])[OH:14].CC(CC(O)=O)=O.[CH2:24]([NH:31][CH2:32][CH2:33][NH:34][CH2:35][C:36]1[CH:41]=[CH:40][CH:39]=[CH:38][CH:37]=1)[C:25]1[CH:30]=[CH:29][CH:28]=[CH:27][CH:26]=1>O.C(O)=O>[CH:5]([N:9]([CH2:10][CH2:11][CH2:12][P:13](=[O:14])([OH:16])[OH:15])[OH:8])=[O:7].[CH:1]([N:9]([CH2:10][CH2:11][CH2:12][P:13](=[O:15])([OH:14])[OH:16])[OH:8])=[O:3].[CH2:24]([NH:31][CH2:32][CH2:33][NH:34][CH2:35][C:36]1[CH:41]=[CH:40][CH:39]=[CH:38][CH:37]=1)[C:25]1[CH:26]=[CH:27][CH:28]=[CH:29][CH:30]=1 |f:6.7.8|. The product is C(=O)N(O)CCCP(O)(O)=O.C(=O)N(O)CCCP(O)(O)=O.C(C1=CC=CC=C1)NCCNCC1=CC=CC=C1 (N,N'-dibenzylethylenediamine bis[3-(N-formyl-N-hydroxyamino)propylphosphonate]). Procedure details: formic acid (2 ml.) was added dropwise to acetic anhydride (2.45 ml.) at ambient temperature with stirring. After the stirring was continued at the same temperature for 30 minutes, 3-(N-hydroxyamino)propylphosphonic acid (3.10 g.) was added to the mixture. The reaction mixture was stirred at ambient temperature for an hour and then concentrated under reduced pressure to give an oily residue, which was dissolved in water (25 ml.). To the aqueous solution was added dropwise a solution of diacetic ... The reactants are ClC=1C=C(C=C(C1)C(F)(F)F)N(C(=O)N[C@H]1CN(CCC1)C1=NC(=C(N=C1)C#N)Cl)C ((R)-1-(3-chloro-5-(trifluoromethyl)phenyl)-3-(1-(6-chloro-5-cyanopyrazin-2-yl)piperidin-3-yl)-1-methylurea), C1(CC1)N (cyclopropylamine). Run in CN1CCCC1=O (NMP), CCOC(=O)C (EtOAc). Reaction conditions: temperature 70 celsius, time 8 hour. Yields the product ClC=1C=C(C=C(C1)C(F)(F)F)N(C(=O)N[C@H]1CN(CCC1)C1=NC(=C(N=C1)C#N)NC1CC1)C ((R)-1-(3-chloro-5-(trifluoromethyl)phenyl)-3-(1-(5-cyano-6-(cyclopropylamino)pyrazin-2-yl)piperidin-3-yl)-1-methylurea). Reaction SMILES: [Cl:1][C:2]1[CH:3]=[C:4]([N:12]([CH3:31])[C:13]([NH:15][C@@H:16]2[CH2:21][CH2:20][CH2:19][N:18]([C:22]3[CH:27]=[N:26][C:25]([C:28]#[N:29])=[C:24](Cl)[N:23]=3)[CH2:17]2)=[O:14])[CH:5]=[C:6]([C:8]([F:11])([F:10])[F:9])[CH:7]=1.[CH:32]1([NH2:35])[CH2:34][CH2:33]1>CN1C(=O)CCC1.CCOC(C)=O>[Cl:1][C:2]1[CH:3]=[C:4]([N:12]([CH3:31])[C:13]([NH:15][C@@H:16]2[CH2:21][CH2:20][CH2:19][N:18]([C:22]3[CH:27]=[N:26][C:25]([C:28]#[N:29])=[C:24]([NH:35][CH:32]4[CH2:34][CH2:33]4)[N:23]=3)[CH2:17]2)=[O:14])[CH:5]=[C:6]([C:8]([F:10])([F:11])[F:9])[CH:7]=1. Procedure: (R)-1-(3-Chloro-5-(trifluoromethyl)phenyl)-3-(1-(6-chloro-5-cyanopyrazin-2-yl)piperidin-3-yl)-1-methylurea (521, 50 mg, 0.10 mmol) was dissolved in 2 mL NMP in a sealed tube. To it was added cyclopropylamine (210 μL, 3.0 mmol), and the mixture was stirred in 70° C. bath for overnight. It was diluted with 50 mL EtOAc, washed with saturated NH4Cl (aq) solution and water ×2, concentrated in vacuo to give crude (R)-1-(3-chloro-5-(trifluoromethyl)phenyl)-3-(1-(5-cyano-6-(cyclopropylamino)pyrazin-2-yl... Reactants: C1=CC(=CC=C1OC(=O)CCCl)F (4'-fluorophenyl-3-chloropropionate), [Al+3].[Cl-].[Cl-].[Cl-] (AlCl3). The solvent is O (water). Run at temperature 120 celsius. Yields the product FC1=C2CCC(C2=C(C=C1)O)=O (4-fluoro-7-hydroxy-1-indanone). As a reaction SMILES: [CH:1]1[C:6]([O:7]C(CCCl)=O)=[CH:5][CH:4]=[C:3]([F:13])[CH:2]=1.[Al+3].[Cl-].[Cl-].[Cl-]>O>[F:13][C:3]1[CH:2]=[CH:1][C:6]([OH:7])=[C:5]2[C:4]=1[CH2:4][CH2:5][C:6]2=[O:7] |f:1.2.3.4|. Procedure details: Compound I (219 g) is slowly added to anhydrous AlCl3 (720 g) under nitrogen and kept at room temperature while stirred. Stirring is discontinued when the mixture becomes too viscous. After heating to 120° C. for 1 h, stirring is re-started again and the temperature is further increased to 180° C. (2 hrs). After cooling and addition of excess water, the product is steam-distilled. Extraction with chloroform and evaporation gives 127 g of crude II. The reactants are ClC1=C(C=C(C=C1)NC(=O)C1=CC=C(C(=O)O)C=C1)C1=NC=CC=C1 (4-(4-chloro-3-(pyridin-2-yl)phenylcarbamoyl)benzoic acid), C(C)(C)N (isopropylamine). The product is ClC1=C(C=C(C=C1)NC(C1=CC=C(C(=O)NC(C)C)C=C1)=O)C1=NC=CC=C1 (N1-(4-chloro-3-(pyridin-2-yl)phenyl)-N4-isopropylterephthalamide). As a reaction SMILES: [Cl:1][C:2]1[CH:7]=[CH:6][C:5]([NH:8][C:9]([C:11]2[CH:19]=[CH:18][C:14]([C:15]([OH:17])=O)=[CH:13][CH:12]=2)=[O:10])=[CH:4][C:3]=1[C:20]1[CH:25]=[CH:24][CH:23]=[CH:22][N:21]=1.[CH:26]([NH2:29])([CH3:28])[CH3:27]>>[Cl:1][C:2]1[CH:7]=[CH:6][C:5]([NH:8][C:9](=[O:10])[C:11]2[CH:19]=[CH:18][C:14]([C:15]([NH:29][CH:26]([CH3:28])[CH3:27])=[O:17])=[CH:13][CH:12]=2)=[CH:4][C:3]=1[C:20]1[CH:25]=[CH:24][CH:23]=[CH:22][N:21]=1. Reported procedure: 50 mg of 4-(4-chloro-3-(pyridin-2-yl)phenylcarbamoyl)benzoic acid was coupled to isopropylamine via Procedure G. The product was purified on reverse phase HPLC to yield N1-(4-chloro-3-(pyridin-2-yl)phenyl)-N4-isopropylterephthalamide. MS (Q1) 394 (M)+. Starting materials: COC1=C(C(=C(C(=C1C)C)OC)C)CC[C@](C(=O)OC1CC(CCC1C(C)(C)C1=CC=CC=C1)C)(C)O ((-)-8-phenylmenthyl (S)-4-(2',5'-dimethoxy-3',4',6'-trimethylpenyl)-2-hydroxy-2-methylbutanoate), [OH-].[Na+] (sodium hydroxide). The solvent is O (water), C(C)O (ethanol). Reaction conditions: time 16 hour. The product is COC1=C(C(=C(C(=C1C)C)OC)C)CC[C@](C(=O)O)(C)O ((S)-4-(2',5'-dimethoxy-3',4',6'-trimetylphenyl)-2-hydroxy-2-methylbutanoic acid). The yield is 53.0%. As a reaction SMILES: [CH3:1][O:2][C:3]1[C:8]([CH3:9])=[C:7]([CH3:10])[C:6]([O:11][CH3:12])=[C:5]([CH3:13])[C:4]=1[CH2:14][CH2:15][C@@:16]([OH:37])([CH3:36])[C:17]([O:19]C1C(C(C2C=CC=CC=2)(C)C)CCC(C)C1)=[O:18].[OH-].[Na+]>C(O)C.O>[CH3:1][O:2][C:3]1[C:8]([CH3:9])=[C:7]([CH3:10])[C:6]([O:11][CH3:12])=[C:5]([CH3:13])[C:4]=1[CH2:14][CH2:15][C@@:16]([OH:37])([CH3:36])[C:17]([OH:19])=[O:18] |f:1.2|. Procedure: A solution of 0.907 g (about 1.35 mmol) of (-)-8-phenylmenthyl (S)-4-(2',5'-dimethoxy-3',4',6'-trimethylpenyl)-2-hydroxy-2-methylbutanoate in 10 ml of ethanol is treated with 1 ml of 28% sodium hydroxide solution and the mixture is left to stand at room temperature for 16 hours. The mixture is then diluted with 50 ml of water and extracted three times with 50 ml of ether each time. The aqueous phase is acidified (pH 2) with 10% phosphoric acid and extracted three times with 50 ml of ether each t... Reactants: CC1(C(=C(C(O1)O)C1=CC(=CC=C1)F)C1=CC=C(C=C1)S(=O)(=O)C)C (5,5-dimethyl-2-hydroxy-3-(3-fluorophenyl)-4-(4-(methylsulfonyl)phenyl)-2,5-dihydrofuran), CCO (EtOH). The reagents and catalysts are B(F)(F)F.CCOCC (BF3.OEt2). Reaction conditions: time 45 minute. Yields the product CC1(C(=C(C(O1)OCC)C1=CC(=CC=C1)F)C1=CC=C(C=C1)S(=O)(=O)C)C (5,5-Dimethyl-2-ethoxy-3-(3-fluorophenyl)-4-(4-(methylsulfonyl)phenyl)-2,5-dihydrofuran). RXN SMILES: [CH3:1][C:2]1([CH3:25])[O:6][CH:5]([OH:7])[C:4]([C:8]2[CH:13]=[CH:12][CH:11]=[C:10]([F:14])[CH:9]=2)=[C:3]1[C:15]1[CH:20]=[CH:19][C:18]([S:21]([CH3:24])(=[O:23])=[O:22])=[CH:17][CH:16]=1.[CH3:26][CH2:27]O>B(F)(F)F.CCOCC>[CH3:1][C:2]1([CH3:25])[O:6][CH:5]([O:7][CH2:26][CH3:27])[C:4]([C:8]2[CH:13]=[CH:12][CH:11]=[C:10]([F:14])[CH:9]=2)=[C:3]1[C:15]1[CH:20]=[CH:19][C:18]([S:21]([CH3:24])(=[O:23])=[O:22])=[CH:17][CH:16]=1 |f:2.3|. Procedure: To a solution of 5,5-dimethyl-2-hydroxy-3-(3-fluorophenyl)-4-(4-(methylsulfonyl)phenyl)-2,5-dihydrofuran (Example 1, 500 mg, 1.38 mmol) in 5 mL of EtOH was added 3 drops of BF3.OEt2. The mixture was stirred at room temperature for 45 min, and the resulting precipitate was filtered and washed with EtOH to provide 497 mg of the title compound as a white solid.